Dataset: the Open Reaction Database (ORD), a public repository of structured organic reaction records. Task: describe an organic reaction: reactants, conditions, products, and yield The reactants are ClC=1C=C(C=CC1)C1=C(N(C2=CC=C(C=C12)O)C)C (3-(3-chlorophenyl)-1,2-dimethyl-1H-indole-5-ol), C(CC)OC(C(C)(C)Br)=O (2-bromo-2-methyl-propanoic acid propylester). Product: C(CC)OC(C(C)(C)OC=1C=C2C(=C(N(C2=CC1)C)C)C1=CC(=CC=C1)Cl)=O (2-[3-(3-Chloro-phenyl)-1,2-dimethyl-1H-indole-5-yloxy)-2-methyl-propanoic acid propylester). As a reaction SMILES: [Cl:1][C:2]1[CH:3]=[C:4]([C:8]2[C:16]3[C:11](=[CH:12][CH:13]=[C:14]([OH:17])[CH:15]=3)[N:10]([CH3:18])[C:9]=2[CH3:19])[CH:5]=[CH:6][CH:7]=1.[CH2:20]([O:23][C:24](=[O:29])[C:25](Br)([CH3:27])[CH3:26])[CH2:21][CH3:22]>>[CH2:20]([O:23][C:24](=[O:29])[C:25]([O:17][C:14]1[CH:15]=[C:16]2[C:11](=[CH:12][CH:13]=1)[N:10]([CH3:18])[C:9]([CH3:19])=[C:8]2[C:4]1[CH:5]=[CH:6][CH:7]=[C:2]([Cl:1])[CH:3]=1)([CH3:27])[CH3:26])[CH2:21][CH3:22]. Procedure details: The above compound was prepared from 3-(3-chlorophenyl)-1,2-dimethyl-1H-indole-5-ol and 2-bromo-2-methyl-propanoic acid propylester using a procedure analogous to that of Example 102. Reactants: ClC=1N=CNC1Cl (4,5-Dichloroimidazole), [OH-].[K+] (Potassium hydroxide), BrCCC (1-bromopropane), [K+].[Br-] (KBr), BrCCC1=CC2=CC=CC=C2C=C1 (2-(2-bromoethyl)naphthalene). Solvent: C(C)#N (acetonitrile). Reaction conditions: time 0.5 hour. Product: [Br-].C(CC)[N+]1=CN(C(=C1Cl)Cl)C1(CC2=CC=CC=C2C=C1)CC (1-propyl-3-(2-ethyl-2-naphthyl)-4,5-dichloroimidazolium bromide). Reaction SMILES: [Cl:1][C:2]1[N:3]=[CH:4][NH:5][C:6]=1[Cl:7].[OH-].[K+].[Br:10][CH2:11][CH2:12][CH3:13].[K+].[Br-].Br[CH2:17][CH2:18][C:19]1[CH:28]=[CH:27][C:26]2[C:21](=[CH:22][CH:23]=[CH:24][CH:25]=2)[CH:20]=1>C(#N)C>[Br-:10].[CH2:11]([N+:3]1[C:2]([Cl:1])=[C:6]([Cl:7])[N:5]([C:19]2([CH2:18][CH3:17])[CH:28]=[CH:27][C:26]3[C:21](=[CH:22][CH:23]=[CH:24][CH:25]=3)[CH2:20]2)[CH:4]=1)[CH2:12][CH3:13] |f:1.2,4.5,8.9|. Reported procedure: 4,5-Dichloroimidazole (1.23 g, 9 mmol) will be dissolved into acetonitrile. Potassium hydroxide (0.61 g, 9.9 mmol) will be added and the mixture will be allowed to stir for 0.5 h. 1-bromopropane (9 mmol) will be added and the solution will be allowed to reflux overnight. The solution will be filtered hot to remove a white precipitate (presumed to be KBr) and 2-(2-bromoethyl)naphthalene (9 mmol) will be added and the mixture will be returned to reflux overnight. The mixture will be allowed to coo...